This data is from the Open Reaction Database (ORD), a public repository of structured organic reaction records. The task is: describe an organic reaction: reactants, conditions, products, and yield The reactants are C(#N)N1[C@H]2[C@@H]3[C@H](CC(C[C@@]3(C=3C=C(C=CC3C2)OC)CC1)=O)CC (17-cyano-8β-ethyl-3-methoxymorphinan-6-one), Cl (HCl). Yields the product Cl.C(C)[C@H]1CC(C[C@]23C=4C=C(C=CC4C[C@H]([C@H]12)NCC3)OC)=O (8β-Ethyl-3-methoxymorphinan-6-one Hydrochloride). The yield is 72.0%. As a reaction SMILES: C([N:3]1[CH2:21][CH2:20][C@@:10]23[C:11]4[CH:12]=[C:13]([O:18][CH3:19])[CH:14]=[CH:15][C:16]=4[CH2:17][C@@H:4]1[C@@H:5]2[C@@H:6]([CH2:23][CH3:24])[CH2:7][C:8](=[O:22])[CH2:9]3)#N.[ClH:25]>>[ClH:25].[CH2:23]([C@@H:6]1[C@@H:5]2[C@:10]3([CH2:20][CH2:21][NH:3][C@@H:4]2[CH2:17][C:16]2[CH:15]=[CH:14][C:13]([O:18][CH3:19])=[CH:12][C:11]3=2)[CH2:9][C:8](=[O:22])[CH2:7]1)[CH3:24] |f:2.3|. Procedure details: A sample of 17-cyano-8β-ethyl-3-methoxymorphinan-6-one was treated with 2 N HCl as described in Example 1C. The product was isolated in 72% yield, mp 280° C. Yields the product CCOC(=O)c1c(C)cc(C(F)(F)F)nc1N(C)C. RXN SMILES: [CH3:1][NH:2][CH3:3].[Cl:4][c:5]1[c:6]([C:7](=[O:8])[O:9][CH2:10][CH3:11])[c:12]([CH3:20])[cH:13][c:14]([C:16]([F:17])([F:18])[F:19])[n:15]1>>[CH3:1][N:2]([CH3:3])[c:5]1[c:6]([C:7](=[O:8])[O:9][CH2:10][CH3:11])[c:12]([CH3:20])[cH:13][c:14]([C:16]([F:17])([F:18])[F:19])[n:15]1. Starting materials: CNC, CCOC(=O)c1c(C)cc(C(F)(F)F)nc1Cl. Reactants: O (water), FC(C(=O)O)(F)F.ClC1=CN=C(C2=CC(=CC=C12)S(=O)(=O)N(CC(=O)O)CC1=CC=CC=C1)NC(=N)N (N-[(4-Chloro-1-guanidino-7-isoquinolinyl)sulphonyl]-N-benzylglycine trifluoroacetate), [H-].[Na+] (NaH), C(C)(C)(C)OC(CN(CC1=CC=CC=C1)S(=O)(=O)C1=CC=C2C(=CN=C(C2=C1)Cl)Cl)=O (N-[(1,4-Dichloro-7-isoquinolinyl)sulphonyl]-N-benzylglycine t-butyl ester). Run in COCCOC (DME). Reaction conditions: temperature 60 celsius. The product is C(C)(C)(C)OC(CN(CC1=CC=CC=C1)S(=O)(=O)C1=CC=C2C(=CN=C(C2=C1)NC(=N)N)Cl)=O (N-[(4-chloro-1-guanidino-7-isoquinolinyl)sulphonyl]-N-benzylglycine t-butyl ester). Isolated yield 72.8%. As a reaction SMILES: FC(F)(F)C(O)=O.[Cl:8][C:9]1[C:18]2[C:13](=[CH:14][C:15]([S:19]([N:22]([CH2:27][C:28]3[CH:33]=[CH:32][CH:31]=[CH:30][CH:29]=3)[CH2:23][C:24]([OH:26])=[O:25])(=[O:21])=[O:20])=[CH:16][CH:17]=2)[C:12]([NH:34][C:35]([NH2:37])=[NH:36])=[N:11][CH:10]=1.[H-].[Na+].[C:40](OC(=O)CN(S(C1C=C2C(C(Cl)=CN=C2Cl)=CC=1)(=O)=O)CC1C=CC=CC=1)([CH3:43])([CH3:42])[CH3:41].O>COCCOC>[C:40]([O:25][C:24](=[O:26])[CH2:23][N:22]([S:19]([C:15]1[CH:14]=[C:13]2[C:18]([C:9]([Cl:8])=[CH:10][N:11]=[C:12]2[NH:34][C:35]([NH2:37])=[NH:36])=[CH:17][CH:16]=1)(=[O:20])=[O:21])[CH2:27][C:28]1[CH:33]=[CH:32][CH:31]=[CH:30][CH:29]=1)([CH3:43])([CH3:42])[CH3:41] |f:0.1,2.3|. Procedure: N-[(4-Chloro-1-guanidino-7-isoquinolinyl)sulphonyl]-N-benzylglycine trifluoroacetate ##STR19## Guanidine hydrochloride (180 mg, 1.88 mmol) was added in one portion to a suspension of NaH (45 mg, 80% dispersion by wt in mineral oil, 1.5 mmol) in DME (11 mL) and the mixture was heated at 60° C. under N2 for 30 min. N-[(1,4-Dichloro-7-isoquinolinyl)sulphonyl]-N-benzylglycine t-butyl ester (225 mg, 0.467 mmol) was added and the mixture heated at 90° C. for 18 h. The cooled mixture was poured into wa...